From a dataset of the Open Reaction Database (ORD), a public repository of structured organic reaction records. describe an organic reaction: reactants, conditions, products, and yield Reactants: CCOC(=O)C(C)=CCC1CC=C(C)C1(C)C, CO. Product: CCOC(=O)C(C)CCC1CC=C(C)C1(C)C. As a reaction SMILES: [C:1](=[O:2])([O:3][CH2:4][CH3:5])[C:6](=[CH:7][CH2:8][CH:9]1[C:10]([CH3:15])([CH3:16])[C:11]([CH3:14])=[CH:12][CH2:13]1)[CH3:17].[CH3:18][OH:19]>>[C:1](=[O:2])([O:3][CH2:4][CH3:5])[CH:6]([CH2:7][CH2:8][CH:9]1[C:10]([CH3:15])([CH3:16])[C:11]([CH3:14])=[CH:12][CH2:13]1)[CH3:17]. The reactants are COC(=O)CC(CSC(C)=O)C(=O)N1CCCC1C(=O)OC(C)(C)C, CC(=O)O, COc1ccccc1, O=C(O)C(F)(F)F. The product is COC(=O)CC(CSC(C)=O)C(=O)N1CCCC1C(=O)O. Reaction SMILES: [C:1]([CH3:2])([CH3:3])([CH3:4])[O:5][C:6]([CH:7]1[N:8]([C:12]([CH:13]([CH2:14][S:15][C:16]([CH3:17])=[O:18])[CH2:19][C:20](=[O:21])[O:22][CH3:23])=[O:24])[CH2:9][CH2:10][CH2:11]1)=[O:25].[CH3:26][C:27](=[O:28])[OH:29].[CH3:37][O:38][c:39]1[cH:40][cH:41][cH:42][cH:43][cH:44]1.[OH:30][C:31]([C:32]([F:33])([F:34])[F:35])=[O:36]>>[O:5]=[C:6]([CH:7]1[N:8]([C:12]([CH:13]([CH2:14][S:15][C:16]([CH3:17])=[O:18])[CH2:19][C:20](=[O:21])[O:22][CH3:23])=[O:24])[CH2:9][CH2:10][CH2:11]1)[OH:25]. Reactants: C1(=CC=CC=C1)C1=NCC(NC2=C1C=CC=C2)=O (1,3-Dihydro-5-phenyl-2H-1,4-benzodiazepin-2-one), C(C(C)C)I (isobutyl iodide). Product: C(C(C)C)N1C(CN=C(C2=C1C=CC=C2)C2=CC=CC=C2)=O (1,3-dihydro-1-isobutyl-5-phenyl-2H-1,4-benzodiazepin-2-one). As a reaction SMILES: [C:1]1([C:7]2[C:13]3[CH:14]=[CH:15][CH:16]=[CH:17][C:12]=3[NH:11][C:10](=[O:18])[CH2:9][N:8]=2)[CH:6]=[CH:5][CH:4]=[CH:3][CH:2]=1.[CH2:19](I)[CH:20]([CH3:22])[CH3:21]>>[CH2:19]([N:11]1[C:12]2[CH:17]=[CH:16][CH:15]=[CH:14][C:13]=2[C:7]([C:1]2[CH:2]=[CH:3][CH:4]=[CH:5][CH:6]=2)=[N:8][CH2:9][C:10]1=[O:18])[CH:20]([CH3:22])[CH3:21]. Reported procedure: 1,3-Dihydro-5-phenyl-2H-1,4-benzodiazepin-2-one (prepared according to the procedure of M. G. Bock et al., J. Org. Chem. 1987, 52, 3232-3239) was alkylated with isobutyl iodide using General Procedure 8-G to afford 1,3-dihydro-1-isobutyl-5-phenyl-2H-1,4-benzodiazepin-2-one. Starting materials: [BH4-], O=C1NC(=S)SC1=Cc1cccc2c1CCC(=O)N2Cc1ccc(Br)cc1, C1CCOC1, CON=C(C)C=NO, CO, [K+], [Na+], CN(C)C=O, O, O=S(=O)([O-])O. Yields the product O=C1NC(=S)SC1Cc1cccc2c1CCC(=O)N2Cc1ccc(Br)cc1. Reaction SMILES: [BH4-:36].[Br:1][c:2]1[cH:3][cH:4][c:5]([CH2:6][N:7]2[C:8](=[O:25])[CH2:9][CH2:10][c:11]3[c:12]([CH:17]=[C:18]4[C:19](=[O:24])[NH:20][C:21](=[S:23])[S:22]4)[cH:13][cH:14][cH:15][c:16]32)[cH:26][cH:27]1.[CH2:49]1[O:50][CH2:51][CH2:52][CH2:53]1.[CH3:28][O:29][N:30]=[C:31]([CH3:32])[CH:33]=[N:34][OH:35].[CH3:55][OH:56].[K+:43].[Na+:37].[O:44]=[CH:45][N:46]([CH3:47])[CH3:48].[OH2:54].[S:38]([O-:39])([OH:40])(=[O:41])=[O:42]>>[Br:1][c:2]1[cH:3][cH:4][c:5]([CH2:6][N:7]2[C:8](=[O:25])[CH2:9][CH2:10][c:11]3[c:12]([CH2:17][CH:18]4[C:19](=[O:24])[NH:20][C:21](=[S:23])[S:22]4)[cH:13][cH:14][cH:15][c:16]32)[cH:26][cH:27]1. Starting materials: CO, Cl, CC(=O)C=Cc1cccc(C(F)(F)F)c1, NO, [Na+], [OH-]. Yields the product CC(C=Cc1cccc(C(F)(F)F)c1)=NO. As a reaction SMILES: [CH3:21][OH:22].[ClH:16].[F:1][C:2]([c:3]1[cH:4][c:5]([CH:9]=[CH:10][C:11]([CH3:12])=[O:13])[cH:6][cH:7][cH:8]1)([F:14])[F:15].[NH2:17][OH:18].[Na+:20].[OH-:19]>>[F:1][C:2]([c:3]1[cH:4][c:5]([CH:9]=[CH:10][C:11]([CH3:12])=[N:17][OH:18])[cH:6][cH:7][cH:8]1)([F:14])[F:15]. Reactants: C1(=CC=CC=C1)S(=O)(=O)N1C=C(C2=C1N=CN=C2C2CC2)C(=O)C=2C(=NC(=CC2)NC=2C=NC(=CC2)OC)F ((7-benzenesulfonyl-4-cyclopropyl-7H-pyrrolo[2,3-d]pyrimidin-5-yl)-[2-fluoro-6-(6-methoxy-pyridin-3-ylamino)-pyridin-3-yl]-methanone), trihydrate, O (water). The solvent is O1CCCC1 (tetrahydrofuran), [F-].C(CCC)[N+](CCCC)(CCCC)CCCC (tetrabutylammonium fluoride). Reaction conditions: time 8 hour. The product is C1(CC1)C=1C2=C(N=CN1)NC=C2C(=O)C=2C(=NC(=CC2)NC=2C=NC(=CC2)OC)F ((4-cyclopropyl-7H-pyrrolo[2,3-d]pyrimidin-5-yl)-[2-fluoro-6-(6-methoxy-pyridin-3-ylamino)-pyridin-3-yl]-methanone). Yield: 59.8%. Reaction SMILES: C1(S([N:10]2[C:14]3[N:15]=[CH:16][N:17]=[C:18]([CH:19]4[CH2:21][CH2:20]4)[C:13]=3[C:12]([C:22]([C:24]3[C:25]([F:39])=[N:26][C:27]([NH:30][C:31]4[CH:32]=[N:33][C:34]([O:37][CH3:38])=[CH:35][CH:36]=4)=[CH:28][CH:29]=3)=[O:23])=[CH:11]2)(=O)=O)C=CC=CC=1.O>O1CCCC1.[F-].C([N+](CCCC)(CCCC)CCCC)CCC>[CH:19]1([C:18]2[C:13]3[C:12]([C:22]([C:24]4[C:25]([F:39])=[N:26][C:27]([NH:30][C:31]5[CH:32]=[N:33][C:34]([O:37][CH3:38])=[CH:35][CH:36]=5)=[CH:28][CH:29]=4)=[O:23])=[CH:11][NH:10][C:14]=3[N:15]=[CH:16][N:17]=2)[CH2:20][CH2:21]1 |f:3.4|. Procedure: To (7-benzenesulfonyl-4-cyclopropyl-7H-pyrrolo[2,3-d]pyrimidin-5-yl)-[2-fluoro-6-(6-methoxy-pyridin-3-ylamino)-pyridin-3-yl]-methanone (78, 0.235 g, 0.432 mmol) in 10.0 mL of tetrahydrofuran, tetrabutylammonium fluoride, trihydrate (0.174 g, 0.551 mmol) is added. The reaction is stirred at room temperature overnight, then poured into water and extracted with ethyl acetate. The organic layer is dried over sodium sulfate, filtered and the filtrate concentrated under vacuum. The resulting material ...